The task is: describe an organic reaction: reactants, conditions, products, and yield. This data is from the Open Reaction Database (ORD), a public repository of structured organic reaction records. The reactants are BrC1=CN=C2N1C=CC(=N2)C(F)(F)F (3-Bromo-7-trifluoromethylimidazo[1,2-α]pyrimidine), FC=1C=CC=C(C1C1=C(C=CC(=C1)B1OC(C(O1)(C)C)(C)C)F)C#N (6,2′-difluoro-5′-(4,4,5,5-tetramethyl-[1,3,2]dioxaborolan-2-yl)biphenyl-2-carbonitrile). Product: FC=1C=CC=C(C1C1=C(C=CC(=C1)C1=CN=C2N1C=CC(=N2)C(F)(F)F)F)C#N (6,2′-difluoro-5′-(7-trifluoromethylimidazo[1,2-α]pyrimidin-3-yl)biphenyl-2-carbonitrile). As a reaction SMILES: Br[C:2]1[N:6]2[CH:7]=[CH:8][C:9]([C:11]([F:14])([F:13])[F:12])=[N:10][C:5]2=[N:4][CH:3]=1.[F:15][C:16]1[CH:17]=[CH:18][CH:19]=[C:20]([C:38]#[N:39])[C:21]=1[C:22]1[CH:27]=[C:26](B2OC(C)(C)C(C)(C)O2)[CH:25]=[CH:24][C:23]=1[F:37]>>[F:15][C:16]1[CH:17]=[CH:18][CH:19]=[C:20]([C:38]#[N:39])[C:21]=1[C:22]1[CH:27]=[C:26]([C:2]2[N:6]3[CH:7]=[CH:8][C:9]([C:11]([F:14])([F:13])[F:12])=[N:10][C:5]3=[N:4][CH:3]=2)[CH:25]=[CH:24][C:23]=1[F:37]. Reported procedure: 3-Bromo-7-trifluoromethylimidazo[1,2-α]pyrimidine was coupled with 6,2′-difluoro-5′-(4,4,5,5-tetramethyl-[1,3,2]dioxaborolan-2-yl)biphenyl-2-carbonitrile as described in Example 1 to give 6,2′-difluoro-5′-(7-trifluoromethylimidazo[1,2-α]pyrimidin-3-yl)biphenyl-2-carbonitrile as an off-white solid: δH (400 MHz, CDCl3) 7.29 (1H, d, J 7), 7.44-7.71 (6H, m), 8.11 (1H, s), 9.00 (1H, d, J 7); m/z (ES+) 401 (M++H). The reactants are FC1=C(C(=CC=C1)F)C(C#N)C (rac-2-(2,6-difluoro-phenyl)-propionitrile), C(CN)N (ethylene diamine). Yields the product FC1=C(C(=CC=C1)F)C(C)C=1NCCN1 (rac-2-[1-(2,6-Difluoro-phenyl)-ethyl]-4,5-dihydro-1H-imidazole). Reaction SMILES: [F:1][C:2]1[CH:7]=[CH:6][CH:5]=[C:4]([F:8])[C:3]=1[CH:9]([CH3:12])[C:10]#[N:11].[CH2:13](N)[CH2:14][NH2:15]>>[F:1][C:2]1[CH:7]=[CH:6][CH:5]=[C:4]([F:8])[C:3]=1[CH:9]([C:10]1[NH:15][CH2:14][CH2:13][N:11]=1)[CH3:12]. Procedure: rac-2-[1-(2,6-Difluoro-phenyl)-ethyl]-4,5-dihydro-1H-imidazole was prepared from rac-2-(2,6-difluoro-phenyl)-propionitrile and ethylene diamine in analogy to Example 19 b): white solid; MS (ISP): 211.1 ((M+H)+.). The reactants are [N+](=O)([O-])C1=CC=C(OC2=CC3=C(N=C(S3)NC(OC)=O)C=C2)C=C1 (methyl (6-(4-nitrophenoxy)benzthiazole-2-yl)carbamate), [N+](=O)([O-])C1=CC=C(OC2=CC3=C(N=C(S3)NC(OC)=O)C=C2)C=C1 (methyl (6-(4-nitrophenoxy)benzthiazole-2-yl)carbamate), Cl[Sn]Cl (SnCl2). Solvent: CN(C)C=O (DMF). Reaction conditions: time 4 day. Product: NC1=CC=C(OC2=CC3=C(N=C(S3)NC(OC)=O)C=C2)C=C1 (Methyl (6-(4-aminophenoxy)benzthiazole-2-yl)carbamate). Isolated yield 43.9%. RXN SMILES: [N+:1]([C:4]1[CH:24]=[CH:23][C:7]([O:8][C:9]2[CH:22]=[CH:21][C:12]3[N:13]=[C:14]([NH:16][C:17](=[O:20])[O:18][CH3:19])[S:15][C:11]=3[CH:10]=2)=[CH:6][CH:5]=1)([O-])=O.Cl[Sn]Cl>CN(C=O)C>[NH2:1][C:4]1[CH:24]=[CH:23][C:7]([O:8][C:9]2[CH:22]=[CH:21][C:12]3[N:13]=[C:14]([NH:16][C:17](=[O:20])[O:18][CH3:19])[S:15][C:11]=3[CH:10]=2)=[CH:6][CH:5]=1. Procedure details: To a solution of methyl (6-(4-nitrophenoxy)benzthiazole-2-yl)carbamate (Intermediate 10E-172.7 mg, 0.5 mmol) in DMF (5 mL) was added SnCl2 (474.0 mg, 2.5 mmol) and stirred at room temperature for 4 days. The mixture was extracted with ethyl acetate, and the organic layer was washed with NaHCO3aq. and dried over Na2SO4 then evaporated to remove solvent. The residue dissolved in small amount of DMF was charged on SCX column chromatography then washed with MeOH then eluted with NH3—MeOH to give the... Reactants: Cl.C(C)(C)(C)C1=CC(=C(C=N1)C=1N([C@]([C@](N1)(C)C1=CC=C(C=C1)Cl)(C)C1=CC=C(C=C1)Cl)C(=O)N1CCN(CC1)CC(=O)O)OCC ({4-[(4S,5R)-2-(6-tert-Butyl-4-ethoxy-pyridin-3-yl)-4,5-bis-(4-chloro-phenyl)-4,5-dimethyl-4,5-dihydro-imidazole-1-carbonyl]-piperazin-1-yl}-acetic acid hydrochloride), NC(CO)(C)C (2-amino-2-methyl-propan-1-ol). Product: C(C)(C)(C)C1=CC(=C(C=N1)C=1N([C@]([C@](N1)(C)C1=CC=C(C=C1)Cl)(C)C1=CC=C(C=C1)Cl)C(=O)N1CCN(CC1)CC(=O)NC(CO)(C)C)OCC (2-{4-[(4S,5R)-2-(6-tert-Butyl-4-ethoxy-pyridin-3-yl)-4,5-bis-(4-chloro-phenyl)-4,5-dimethyl-4,5-dihydro-imidazole-1-carbonyl]-piperazin-1-yl}-N-(2-hydroxy-1,1-dimethyl-ethyl)-acetamide). As a reaction SMILES: Cl.[C:2]([C:6]1[N:11]=[CH:10][C:9]([C:12]2[N:13]([C:33]([N:35]3[CH2:40][CH2:39][N:38]([CH2:41][C:42](O)=[O:43])[CH2:37][CH2:36]3)=[O:34])[C@@:14]([C:26]3[CH:31]=[CH:30][C:29]([Cl:32])=[CH:28][CH:27]=3)([CH3:25])[C@@:15]([C:18]3[CH:23]=[CH:22][C:21]([Cl:24])=[CH:20][CH:19]=3)([CH3:17])[N:16]=2)=[C:8]([O:45][CH2:46][CH3:47])[CH:7]=1)([CH3:5])([CH3:4])[CH3:3].[NH2:48][C:49]([CH3:53])([CH3:52])[CH2:50][OH:51]>>[C:2]([C:6]1[N:11]=[CH:10][C:9]([C:12]2[N:13]([C:33]([N:35]3[CH2:36][CH2:37][N:38]([CH2:41][C:42]([NH:48][C:49]([CH3:53])([CH3:52])[CH2:50][OH:51])=[O:43])[CH2:39][CH2:40]3)=[O:34])[C@@:14]([C:26]3[CH:31]=[CH:30][C:29]([Cl:32])=[CH:28][CH:27]=3)([CH3:25])[C@@:15]([C:18]3[CH:19]=[CH:20][C:21]([Cl:24])=[CH:22][CH:23]=3)([CH3:17])[N:16]=2)=[C:8]([O:45][CH2:46][CH3:47])[CH:7]=1)([CH3:4])([CH3:5])[CH3:3] |f:0.1|. Procedure: In a manner analogous to the method described in examples 99, {4-[(4S,5R)-2-(6-tert-butyl-4-ethoxy-pyridin-3-yl)-4,5-bis-(4-chloro-phenyl)-4,5-dimethyl-4,5-dihydro-imidazole-1-carbonyl]-piperazin-1-yl}-acetic acid hydrochloride (example 94) was coupled with 2-amino-2-methyl-propan-1-ol (Aldrich) to give the title compound. HR-MS (ES, m/z) calculated for C39H51Cl2N6O4 [(M+H)+] 737.3344, observed 737.3342.